Dataset: the Open Reaction Database (ORD), a public repository of structured organic reaction records. Task: describe an organic reaction: reactants, conditions, products, and yield The product is Cl.Cl.CNCC=1N=C(N(C1)C1=CC=CC=C1)S(=O)C1=CC=CC=C1 (N-methyl-1-[1-phenyl-2-(phenylsulfinyl)-1H-imidazol-4-yl]methanamine dihydrochloride). Run at time 5 hour. Run in CC(=O)C (acetone), O (water), O (water). Starting materials: Cl.Cl.CNCC=1N=C(N(C1)C1=CC=CC=C1)SC1=CC=CC=C1 (N-methyl-1-[1-phenyl-2-(phenylthio)-1H-imidazol-4-yl]methanamine dihydrochloride), OOS(=O)[O-].[K+] (oxone), C(O)([O-])=O.[Na+] (sodium hydrogen carbonate), O.O.O.O.O.S(=S)(=O)([O-])[O-].[Na+].[Na+] (Sodium thiosulfate pentahydrate). As a reaction SMILES: [ClH:1].Cl.[CH3:3][NH:4][CH2:5][C:6]1[N:7]=[C:8]([S:17][C:18]2[CH:23]=[CH:22][CH:21]=[CH:20][CH:19]=2)[N:9]([C:11]2[CH:16]=[CH:15][CH:14]=[CH:13][CH:12]=2)[CH:10]=1.[OH:24]OS([O-])=O.[K+].O.O.O.O.O.S([O-])([O-])(=O)=S.[Na+].[Na+].C(=O)([O-])O.[Na+]>CC(C)=O.O>[ClH:1].[ClH:1].[CH3:3][NH:4][CH2:5][C:6]1[N:7]=[C:8]([S:17]([C:18]2[CH:23]=[CH:22][CH:21]=[CH:20][CH:19]=2)=[O:24])[N:9]([C:11]2[CH:16]=[CH:15][CH:14]=[CH:13][CH:12]=2)[CH:10]=1 |f:0.1.2,3.4,5.6.7.8.9.10.11.12,13.14,17.18.19|. Procedure details: To a solution of N-methyl-1-[1-phenyl-2-(phenylthio)-1H-imidazol-4-yl]methanamine dihydrochloride (70 mg) in acetone (20 mL) and water (10 mL) was added dropwise a solution of oxone (176 mg) in water (10 mL), and the mixture was stirred at room temperature for 5 hr. Sodium thiosulfate pentahydrate (1 g) was added to the reaction mixture and the mixture was stirred for 1 hr. A saturated aqueous sodium hydrogen carbonate solution was added, and the mixture was extracted with a mixed solution of et... The yield is 93.1%.